This data is from the Open Reaction Database (ORD), a public repository of structured organic reaction records. The task is: describe an organic reaction: reactants, conditions, products, and yield Reactants: OC1=NC(=CC2=CC=C(C=C12)C(=O)OC)C (methyl 1-hydroxy-3-methylisoquinoline-7-carboxylate), [B-](F)(F)(F)F.[B-](F)(F)(F)F.C1C[N+]2(CC[N+]1(CC2)CCl)F (Selectfluor), C(C)#N (acetonitrile). The solvent is CO (methanol). Run at time 3 day. The product is FC1=C(N=C(C2=CC(=CC=C12)C(=O)OC)O)C (methyl 4-fluoro-1-hydroxy-3-methylisoquinoline-7-carboxylate). The yield is 42.3%. RXN SMILES: [OH:1][C:2]1[C:11]2[C:6](=[CH:7][CH:8]=[C:9]([C:12]([O:14][CH3:15])=[O:13])[CH:10]=2)[CH:5]=[C:4]([CH3:16])[N:3]=1.[B-](F)(F)(F)[F:18].[B-](F)(F)(F)F.C1[N+]2(CCl)CC[N+](F)(CC2)C1.C(#N)C>CO>[F:18][C:5]1[C:6]2[C:11](=[CH:10][C:9]([C:12]([O:14][CH3:15])=[O:13])=[CH:8][CH:7]=2)[C:2]([OH:1])=[N:3][C:4]=1[CH3:16] |f:1.2.3|. Procedure details: A mixture of methyl 1-hydroxy-3-methylisoquinoline-7-carboxylate (120 mg), Selectfluor (registered trademark) (215 mg), acetonitrile (2 mL), and methanol (2 mL) was stirred at room temperature for 3 days. The reaction mixture was concentrated under reduced pressure, and the resulting residue was diluted with water. Then, the precipitate was collected by filtration to obtain methyl 4-fluoro-1-hydroxy-3-methylisoquinoline-7-carboxylate (55 mg).